From a dataset of the Open Reaction Database (ORD), a public repository of structured organic reaction records. describe an organic reaction: reactants, conditions, products, and yield Yields the product CCOc1cc(N)ccc1C(=O)OC. The reactants are CCOc1cc([N+](=O)[O-])ccc1C(=O)OC, CO, [H][H]. RXN SMILES: [CH2:1]([CH3:2])[O:3][c:4]1[c:5]([C:6](=[O:7])[O:8][CH3:9])[cH:10][cH:11][c:12]([N+:14]([O-:15])=[O:16])[cH:13]1.[CH3:19][OH:20].[H:17][H:18]>>[CH2:1]([CH3:2])[O:3][c:4]1[c:5]([C:6](=[O:7])[O:8][CH3:9])[cH:10][cH:11][c:12]([NH2:14])[cH:13]1.